Task: describe an organic reaction: reactants, conditions, products, and yield. Dataset: the Open Reaction Database (ORD), a public repository of structured organic reaction records Starting materials: CC(C)CCO, Clc1ccccn1, NCC1CCNCC1, [Na+], [Na+], O=C([O-])[O-]. Product: NCC1CCN(c2ccccn2)CC1. Reaction SMILES: [CH3:22][CH:23]([CH3:24])[CH2:25][CH2:26][OH:27].[Cl:1][c:2]1[cH:3][cH:4][cH:5][cH:6][n:7]1.[NH:8]1[CH2:9][CH2:10][CH:11]([CH2:14][NH2:15])[CH2:12][CH2:13]1.[Na+:16].[Na+:17].[O-:18][C:19](=[O:20])[O-:21]>>[c:2]1([N:8]2[CH2:9][CH2:10][CH:11]([CH2:14][NH2:15])[CH2:12][CH2:13]2)[cH:3][cH:4][cH:5][cH:6][n:7]1.